Dataset: the Open Reaction Database (ORD), a public repository of structured organic reaction records. Task: describe an organic reaction: reactants, conditions, products, and yield The reactants are C(C)(=O)O.C(C)(C)(C)OC([C@H](CNC(C1=CC=C(C=C1)CCC=1NC=CN1)=O)NS(=O)(=O)C1=CC=CC=C1)=O (4-[2-(Imidazol-2-yl)ethyl]benzoyl-2(S)-phenylsulfonylamino-β-alanine tert-butyl ester acetate), C(=O)(C(F)(F)F)O (TFA). Solvent: C(Cl)Cl (CH2Cl2). Product: CCO.[NH4+].[OH-].O (EtOH NH4OH H2O), C(=O)(C(F)(F)F)O.O.CC#N (TFA H2O CH3CN). Isolated yield 0.1%. Reaction SMILES: [C:1](O)(=[O:3])[CH3:2].C([O:9]C(=O)[C@@H:11](NS(C1C=CC=CC=1)(=O)=O)[CH2:12][NH:13]C(=O)C1C=CC(CCC2NC=CN=2)=CC=1)(C)(C)C.[C:40]([OH:46])([C:42]([F:45])([F:44])[F:43])=[O:41]>C(Cl)Cl>[CH3:2][CH2:1][OH:3].[NH4+:13].[OH-:9].[OH2:41].[C:40]([OH:46])([C:42]([F:45])([F:44])[F:43])=[O:41].[OH2:3].[CH3:11][C:12]#[N:13] |f:0.1,4.5.6.7,8.9.10|. Procedure details: Ester 23-6 (100 mg, 0.2 mmol) was dissolved in 5 mL CH2Cl2, and 5 mL TFA was added. After 1 h the reaction was concentrated and azeotroped with toluene. Flash chromatography (silica, 50:1:1 EtOH/NH4OH/H2O) and preparative HPLC (C18, 0.1 % TFA H2O/CH3CN) provided 23-7. Starting materials: C(=O)C=O (Glyoxal), C1(=C(C=CC=C1)C=1N=NNC1)C (tolyltriazole), C(CCCCCCC\C=C/CCCCCCCC)NCCCN (N-oleyl-1,3-diaminopropane), C(C)O (ethanol). Run in C1(=CC=CC=C1)C (toluene). Conditions: temperature 150 celsius. The product is C1(=C(C=CC=C1)C=1N=NNC1)C.C(CCCCCCC\C=C/CCCCCCCC)NCCCN (Tolyltriazole N-oleyl-1,3-diaminopropane). The yield is 98.0%. Reaction SMILES: [C:1]1([CH3:12])[CH:6]=[CH:5][CH:4]=[CH:3][C:2]=1[C:7]1[N:8]=[N:9][NH:10][CH:11]=1.[CH2:13]([NH:31][CH2:32][CH2:33][CH2:34][NH2:35])[CH2:14][CH2:15][CH2:16][CH2:17][CH2:18][CH2:19][CH2:20]/[CH:21]=[CH:22]\[CH2:23][CH2:24][CH2:25][CH2:26][CH2:27][CH2:28][CH2:29][CH3:30].C(O)C.C(C=O)=O>C1(C)C=CC=CC=1>[C:1]1([CH3:12])[CH:6]=[CH:5][CH:4]=[CH:3][C:2]=1[C:7]1[N:8]=[N:9][NH:10][CH:11]=1.[CH2:13]([NH:31][CH2:32][CH2:33][CH2:34][NH2:35])[CH2:14][CH2:15][CH2:16][CH2:17][CH2:18][CH2:19][CH2:20]/[CH:21]=[CH:22]\[CH2:23][CH2:24][CH2:25][CH2:26][CH2:27][CH2:28][CH2:29][CH3:30] |f:5.6|. Reported procedure: Approximately 66.6 grams (0.5 mole) tolyltriazole, 175 grams (0.5 mole) N-oleyl-1,3-diaminopropane (Armak Chemical Co.), 100 ml ethanol, and 100 ml toluene were charged to a 1 liter flask equipped with an agitator, Dean-Stark apparatus, and dropping funnel. This mixture was stirred to a homogeneous mixture. Glyoxal (36.3 grams, 0.25 mole, 40% in water) was added dropwise and then stirred at room temperature for 12 hours. Water was then azeotropically removed by heating to 150° C. The orange prod...